From a dataset of the Open Reaction Database (ORD), a public repository of structured organic reaction records. describe an organic reaction: reactants, conditions, products, and yield The reactants are CCOC(C)=O, CCOC(C)=O, Cl, COCCS(=O)(=O)NC(=O)c1ccc(-c2ccc(CCN(CC(O)c3ccccc3)C(=O)OC(C)(C)C)cc2)cc1SC(C)C. Reaction SMILES: [C:46]([O:47][CH2:48][CH3:49])(=[O:50])[CH3:51].[CH3:53][CH2:54][O:55][C:56](=[O:57])[CH3:58].[ClH:52].[OH:1][CH:2]([CH2:3][N:4]([C:5](=[O:6])[O:7][C:8]([CH3:9])([CH3:10])[CH3:11])[CH2:12][CH2:13][c:14]1[cH:15][cH:16][c:17](-[c:20]2[cH:21][c:22]([S:36][CH:37]([CH3:38])[CH3:39])[c:23]([C:26](=[O:27])[NH:28][S:29](=[O:30])(=[O:31])[CH2:32][CH2:33][O:34][CH3:35])[cH:24][cH:25]2)[cH:18][cH:19]1)[c:40]1[cH:41][cH:42][cH:43][cH:44][cH:45]1>>[ClH:52].[OH:1][CH:2]([CH2:3][NH:4][CH2:12][CH2:13][c:14]1[cH:15][cH:16][c:17](-[c:20]2[cH:21][c:22]([S:36][CH:37]([CH3:38])[CH3:39])[c:23]([C:26](=[O:27])[NH:28][S:29](=[O:30])(=[O:31])[CH2:32][CH2:33][O:34][CH3:35])[cH:24][cH:25]2)[cH:18][cH:19]1)[c:40]1[cH:41][cH:42][cH:43][cH:44][cH:45]1. The product is Cl, COCCS(=O)(=O)NC(=O)c1ccc(-c2ccc(CCNCC(O)c3ccccc3)cc2)cc1SC(C)C.